From a dataset of the Open Reaction Database (ORD), a public repository of structured organic reaction records. describe an organic reaction: reactants, conditions, products, and yield The reactants are CC(C)([O-])C.[K+] (potassium tert-butoxide), [I-].C[P+](C1=CC=CC=C1)(C1=CC=CC=C1)C1=CC=CC=C1 (methyl triphenylphosphonium iodide), ClC=1C(=C(C=C(C1F)Cl)C(C(F)(F)F)=O)F (1-(3,5-dichloro-2,4-difluorophenyl)-2,2,2-trifluoroethanone). The solvent is CCCCC (pentane), O (water), O1CCCC1 (tetrahydrofuran), O1CCCC1 (tetrahydrofuran). Reaction conditions: time 0.5 hour. Yields the product ClC1=C(C(=C(C(=C1)C(=C)C(F)(F)F)F)Cl)F (1,3-dichloro-2,4-difluoro-5-(3,3,3-trifluoroprop-1-en-2-yl)benzene). The yield is 70.1%. As a reaction SMILES: [I-].[CH3:2][P+](C1C=CC=CC=1)(C1C=CC=CC=1)C1C=CC=CC=1.CC(C)([O-])C.[K+].[Cl:28][C:29]1[C:30]([F:43])=[C:31]([C:37](=O)[C:38]([F:41])([F:40])[F:39])[CH:32]=[C:33]([Cl:36])[C:34]=1[F:35]>O1CCCC1.CCCCC.O>[Cl:36][C:33]1[CH:32]=[C:31]([C:37]([C:38]([F:41])([F:40])[F:39])=[CH2:2])[C:30]([F:43])=[C:29]([Cl:28])[C:34]=1[F:35] |f:0.1,2.3|. Procedure details: To the suspension of methyl triphenylphosphonium iodide (1.92 g) in tetrahydrofuran (12 ml) was added potassium tert-butoxide (0.53 g) slowly at argon atmosphere below 0° C. on ice/water bath. The reaction mixture turned to yellow and was stirred for 0.5 h. To the mixture was added a solution of 1-(3,5-dichloro-2,4-difluorophenyl)-2,2,2-trifluoroethanone (1.15 g) in tetrahydrofuran (3 ml) dropwise on ice/water bath. After addition, the reaction mixture was warmed to room temperature and stirred ...